From a dataset of the Open Reaction Database (ORD), a public repository of structured organic reaction records. describe an organic reaction: reactants, conditions, products, and yield Reactants: C(OC1=CC=C(C=C1)[N+](=O)[O-])(O[C@H](C(F)(F)F)C)=O (4-nitrophenyl (2S)-1,1,1-trifluoropropan-2-yl carbonate), C(C1=CC=CC=C1)N1C[C@H](CC1)N ((3S)-1-benzylpyrrolidin-3-amine). The solvent is C(Cl)(Cl)Cl (CHCl3). Product: C(C1=CC=CC=C1)N1C[C@H](CC1)NC(O[C@H](C(F)(F)F)C)=O ((2S)-1,1,1-trifluoropropan-2-yl [(3S)-1-benzylpyrrolidin-3-yl]carbamate). As a reaction SMILES: [C:1](=O)([O:12][C@@H:13]([CH3:18])[C:14]([F:17])([F:16])[F:15])[O:2]C1C=CC([N+]([O-])=O)=CC=1.[CH2:20]([N:27]1[CH2:31][CH2:30][C@H:29]([NH2:32])[CH2:28]1)[C:21]1[CH:26]=[CH:25][CH:24]=[CH:23][CH:22]=1>C(Cl)(Cl)Cl>[CH2:20]([N:27]1[CH2:31][CH2:30][C@H:29]([NH:32][C:1](=[O:2])[O:12][C@@H:13]([CH3:18])[C:14]([F:17])([F:16])[F:15])[CH2:28]1)[C:21]1[CH:22]=[CH:23][CH:24]=[CH:25][CH:26]=1. Reported procedure: To a solution of 4-nitrophenyl (2S)-1,1,1-trifluoropropan-2-yl carbonate (2.20 g) in CHCl3 (30 ml) was added (3S)-1-benzylpyrrolidin-3-amine (1.39 g) at room temperature. The resulting mixture was refluxed for 2 hours and then cooled to room temperature. The mixture was purified with silica gel column chromatography (eluent:hexane/EtOAc=1/0˜0/1) to give (2S)-1,1,1-trifluoropropan-2-yl [(3S)-1-benzylpyrrolidin-3-yl]carbamate as a pale yellow oil. Reactants: FC(OC=1C=C(C=C(C1)OC(F)F)C(=O)C1=CNC2=NC=C(C=C21)Br)F ((3,5-Bis-difluoromethoxy-phenyl)-(5-bromo-1H-pyrrolo[2,3-b]pyridin-3-yl)-methanone), C1(=CC=CC=C1)B(O)O (phenylboronic acid), C([O-])([O-])=O.[K+].[K+] (potassium carbonate). Reagents/catalysts: C=1C=CC(=CC1)[P](C=2C=CC=CC2)(C=3C=CC=CC3)[Pd]([P](C=4C=CC=CC4)(C=5C=CC=CC5)C=6C=CC=CC6)([P](C=7C=CC=CC7)(C=8C=CC=CC8)C=9C=CC=CC9)[P](C=1C=CC=CC1)(C=1C=CC=CC1)C=1C=CC=CC1 (Tetrakis(triphenylphosphine)palladium(0)). The solvent is C(C)#N (acetonitrile), O (water), O (water). Yields the product FC(OC=1C=C(C=C(C1)OC(F)F)C(=O)C1=CNC2=NC=C(C=C21)C2=CC=CC=C2)F ((3,5-Bis-difluoromethoxy-phenyl)-(5-phenyl-1H-pyrrolo[2,3-b]pyridin-3-yl)-methanone). Yield: 32.6%. RXN SMILES: [F:1][CH:2]([F:26])[O:3][C:4]1[CH:5]=[C:6]([C:14]([C:16]2[C:24]3[C:19](=[N:20][CH:21]=[C:22](Br)[CH:23]=3)[NH:18][CH:17]=2)=[O:15])[CH:7]=[C:8]([O:10][CH:11]([F:13])[F:12])[CH:9]=1.[C:27]1(B(O)O)[CH:32]=[CH:31][CH:30]=[CH:29][CH:28]=1.C(=O)([O-])[O-].[K+].[K+]>C(#N)C.O.C1C=CC([P]([Pd]([P](C2C=CC=CC=2)(C2C=CC=CC=2)C2C=CC=CC=2)([P](C2C=CC=CC=2)(C2C=CC=CC=2)C2C=CC=CC=2)[P](C2C=CC=CC=2)(C2C=CC=CC=2)C2C=CC=CC=2)(C2C=CC=CC=2)C2C=CC=CC=2)=CC=1>[F:1][CH:2]([F:26])[O:3][C:4]1[CH:5]=[C:6]([C:14]([C:16]2[C:24]3[C:19](=[N:20][CH:21]=[C:22]([C:27]4[CH:32]=[CH:31][CH:30]=[CH:29][CH:28]=4)[CH:23]=3)[NH:18][CH:17]=2)=[O:15])[CH:7]=[C:8]([O:10][CH:11]([F:13])[F:12])[CH:9]=1 |f:2.3.4,^1:49,51,70,89|. Procedure details: To (3,5-Bis-difluoromethoxy-phenyl)-(5-bromo-1H-pyrrolo[2,3-b]pyridin-3-yl)-methanone (P-1519, 29.0 mg, 0.067 mmol) in acetonitrile (4.0 mL) were added phenylboronic acid (12.2 mg, 0.10 mmol), Tetrakis(triphenylphosphine)palladium(0) (10.0 mg, 8.65E-6 mol) and 1.0 M potassium carbonate in water (1.5 mL). The reaction was microwaved (300 watts) at 160° C. for 7 minutes. The reaction mixture was poured into water and extracted with ethyl acetate. The organic layer was washed with brine, dried over... Procedure: Compound 6 (0.070 g, 0.32 mmol) is heated in DMSO (5 ml) at 175° C. for 2 h. After cooling to ambient temperature, the reaction mixture is poured onto ice-cold water (100 ml), basified (5% Na2CO3) to a pH of greater than 10 and then extracted with DCM (3×150 ml). The organic phases are combined, washed with saturated NaCl solution, dried (MgSO4) and then evaporated to dryness. The crude product obtained (0.06 g) is then purified by chromatography on thick layers of silica gel (DCM, sat. NH3/MeOH... The solvent is CS(=O)C (DMSO). As a reaction SMILES: [CH3:1][O:2][C:3]([N:5]1[CH2:10][CH:9]=[CH:8][C@H:7]2[S:11][C:12]([NH2:14])=[N:13][C@@H:6]12)=[O:4].C([O-])([O-])=O.[Na+].[Na+]>CS(C)=O>[CH3:1][O:2][C:3](=[O:4])[NH:5][CH2:10][CH:9]=[CH:8][C:7]1[S:11][C:12](=[NH:14])[NH:13][CH:6]=1 |f:1.2.3|. The product is COC(NCC=CC1=CNC(S1)=N)=O ([3-(2-Imino-2,3-dihydrothiazol-5-yl)allyl]carbamic acid methyl ester). Isolated yield 28.1%. Reactants: COC(=O)N1[C@H]2[C@@H](C=CC1)SC(=N2)N ((cis)-2-Amino-5,7a-dihydro-3aH-thiazolo[4,5-b]pyridine-4-carboxylic acid methyl ester), C(=O)([O-])[O-].[Na+].[Na+] (Na2CO3). The reactants are Cl\C(=C/[C@H]1C([C@H]1C(=O)OCC1=C(C(=C(C(=C1F)F)CC=CBr)F)F)(C)C)\C(F)(F)F (4-(EZ-3-bromoprop-2-en-1-yl)-2,3,5,6-tetrafluorobenzyl (±)-cis-3-(Z-2-chloro-3,3,3-trifluoroprop-1-en-1-yl)-2,2-dimethylcyclopropanecarboxylate), Cl\C(=C/[C@H]1C([C@H]1C(=O)OCC1=C(C(=C(C(=C1F)F)CC(=CCl)C)F)F)(C)C)\C(F)(F)F (4-(EZ-3-chloro-2-methylprop-2-en-1-yl)-2,3,5,6-tetrafluorobenzyl (±)-cis-3-(Z-2-chloro-3,3,3-trifluoroprop-1-en-1-yl)-2,2-dimethylcyclopropanecarboxylate), Cl\C(=C/[C@H]1C([C@H]1C(=O)OCC1=C(C(=C(C(=C1F)F)CC=CBr)F)F)(C)C)\C(F)(F)F (4-(EZ-3-bromoprop-2-en-1-yl)-2,3,5,6-tetrafluorobenzyl (±)-cis-3-(Z-2-chloro-3,3,3-trifluoroprop-1-en-1-yl)-2,2-dimethylcyclopropanecarboxylate), Cl\C(=C/[C@H]1C([C@H]1C(=O)OCC1=C(C(=C(C(=C1F)F)CC(=CCl)C)F)F)(C)C)\C(F)(F)F (4-(EZ-3-chloro-2-methylprop-2-en-1-yl)-2,3,5,6-tetrafluorobenzyl (±)-cis-3-(Z-2-chloro-3,3,3-trifluoroprop-1-en-1-yl)-2,2-dimethylcyclopropanecarboxylate). Yields the product Cl\C(=C/[C@H]1C([C@H]1C(=O)OCC1=C(C(=C(C(=C1F)F)C\C=C\Cl)F)F)(C)C)\C(F)(F)F (4-(E-3-chloroprop-2-en-1-yl)-2,3,5,6-tetrafluorobenzyl (±)-cis-3-(Z-2-chloro-3,3,3-trifluoroprop-1-en-1-yl)-2,2-dimethylcyclopropanecarboxylate). As a reaction SMILES: Cl/C(/C(F)(F)F)=C\[C@@H]1[C@H](C(OCC2C(F)=C(F)C(CC=CBr)=C(F)C=2F)=O)C1(C)C.[Cl:31]/[C:32](/[C:58]([F:61])([F:60])[F:59])=[CH:33]\[C@@H:34]1[C@H:36]([C:37]([O:39][CH2:40][C:41]2[C:46]([F:47])=[C:45]([F:48])[C:44]([CH2:49][C:50](C)=[CH:51][Cl:52])=[C:43]([F:54])[C:42]=2[F:55])=[O:38])[C:35]1([CH3:57])[CH3:56]>>[Cl:31]/[C:32](/[C:58]([F:59])([F:60])[F:61])=[CH:33]\[C@@H:34]1[C@H:36]([C:37]([O:39][CH2:40][C:41]2[C:42]([F:55])=[C:43]([F:54])[C:44]([CH2:49]/[CH:50]=[CH:51]/[Cl:52])=[C:45]([F:48])[C:46]=2[F:47])=[O:38])[C:35]1([CH3:57])[CH3:56]. Procedure details: 4-(EZ-3-bromoprop-2-en-1-yl)-2,3,5,6-tetrafluorobenzyl (±)-cis-3-(Z-2-chloro-3,3,3-trifluoroprop-1-en-1-yl)-2,2-dimethylcyclopropanecarboxylate (E:Z ratio of alcohol moiety 3:1, Product VII) 4-(EZ-3-chloro-2-methylprop-2-en-1-yl)-2,3,5,6-tetrafluorobenzyl (±)-cis-3-(Z-2-chloro-3,3,3-trifluoroprop-1-en-1-yl)-2,2-dimethylcyclopropanecarboxylate (E:Z ratio of alcohol moiety 1:4, Product VIII) The reactants are FC1=CC=C(C=C1)C=CC1=C(CBr)C=CC=C1 (2-(2-(4-fluorophenyl)ethenyl)benzyl bromide), C1(=CC=CC=C1)P(C1=CC=CC=C1)C1=CC=CC=C1 (triphenylphosphine). The solvent is C=1(C(=CC=CC1)C)C (xylene). Reaction conditions: time 0.5 hour. The product is [Br-].FC1=CC=C(C=C1)C=CC1=C(C[P+](C2=CC=CC=C2)(C2=CC=CC=C2)C2=CC=CC=C2)C=CC=C1 (2-(2-(4-Fluorophenyl)ethenyl)benzyltriphenylphosphonium bromide). RXN SMILES: [F:1][C:2]1[CH:7]=[CH:6][C:5]([CH:8]=[CH:9][C:10]2[CH:17]=[CH:16][CH:15]=[CH:14][C:11]=2[CH2:12][Br:13])=[CH:4][CH:3]=1.[C:18]1([P:24]([C:31]2[CH:36]=[CH:35][CH:34]=[CH:33][CH:32]=2)[C:25]2[CH:30]=[CH:29][CH:28]=[CH:27][CH:26]=2)[CH:23]=[CH:22][CH:21]=[CH:20][CH:19]=1>C1(C)C(C)=CC=CC=1>[Br-:13].[F:1][C:2]1[CH:7]=[CH:6][C:5]([CH:8]=[CH:9][C:10]2[CH:17]=[CH:16][CH:15]=[CH:14][C:11]=2[CH2:12][P+:24]([C:25]2[CH:26]=[CH:27][CH:28]=[CH:29][CH:30]=2)([C:31]2[CH:36]=[CH:35][CH:34]=[CH:33][CH:32]=2)[C:18]2[CH:19]=[CH:20][CH:21]=[CH:22][CH:23]=2)=[CH:4][CH:3]=1 |f:3.4|. Reported procedure: 37.47 g (0.15 mol) of 2-(2-(4-fluorophenyl)ethenyl)benzyl bromide (Example 9 g) were dissolved together with 39.3 g (0.15 mol) of triphenylphosphine in 220 ml of xylene, and the solution was heated under reflux for about 3-6 hours. After about 1/2 hour, the insoluble phosphonium salt which was formed began to separate out. The course of the reaction was followed by thin-layer chromatography on silica gel plates in CH3OH/CH2CL2 =1/1. After the reaction was complete, the mixture was cooled, the so...